Dataset: the Open Reaction Database (ORD), a public repository of structured organic reaction records. Task: describe an organic reaction: reactants, conditions, products, and yield Reactants: CCCC(=O)c1cnc2c(C)cccc2c1Cl, COc1ccc(N)c(OC)c1, C1COCCO1. The product is CCCC(=O)c1cnc2c(C)cccc2c1Nc1ccc(OC)cc1OC, Cl. Reaction SMILES: [C:1]([CH2:2][CH2:3][CH3:4])(=[O:5])[c:6]1[cH:7][n:8][c:9]2[c:10]([CH3:17])[cH:11][cH:12][cH:13][c:14]2[c:15]1[Cl:16].[CH3:18][O:19][c:20]1[c:21]([NH2:22])[cH:23][cH:24][c:25]([O:27][CH3:28])[cH:26]1.[O:29]1[CH2:30][CH2:31][O:32][CH2:33][CH2:34]1>>[C:1]([CH2:2][CH2:3][CH3:4])(=[O:5])[c:6]1[cH:7][n:8][c:9]2[c:10]([CH3:17])[cH:11][cH:12][cH:13][c:14]2[c:15]1[NH:22][c:21]1[c:20]([O:19][CH3:18])[cH:26][c:25]([O:27][CH3:28])[cH:24][cH:23]1.[ClH:16]. The reactants are C(C)C1C(CC(C(C(OC(C2CCCCN2C(C(C2(C(CC(C(C(CC(CC(=C1)C)C)OC)O2)OC)C)O)=O)=O)=O)C(=CC2CC(C(CC2)O)O)C)C)O)=O (17-ethyl-1,14-dihydroxy-12-[2'-(3",4"-dihydroxy-cyclohexyl)-1'-methylvinyl]-23,25-dimethoxy-13,19,21,27-tetramethyl-11,28-dioxa-4-azatricyclo[22.3.1.04,9 ]octacos-18-ene-2,3,10,16-tetraone), C(C)(=O)O.C(C)(=O)O.ClC1=CC=C(C=C1)[Bi](C1=CC=C(C=C1)Cl)C1=CC=C(C=C1)Cl (tri(4-chlorophenyl) bismuth diacetate), C(C)(=O)O (acetic acid), C(O)(O)=O.ClC1=CC=C(C=C1)[Bi](C1=CC=C(C=C1)Cl)C1=CC=C(C=C1)Cl (tri(4-chlorophenyl) bismuth carbonate). The reagents and catalysts are CC(=O)[O-].CC(=O)[O-].[Cu+2] (Cu(OAc)2). Run in C(Cl)Cl (CH2Cl2), C(=O)(O)[O-].[Na+] (NaHCO3), C(Cl)Cl (CH2Cl2). Run at temperature 40 celsius. The product is C(C)C1C(CC(C(C(OC(C2CCCCN2C(C(C2(C(CC(C(C(CC(CC(=C1)C)C)OC)O2)OC)C)O)=O)=O)=O)C(=CC2CC(C(CC2)O)OC2=CC=C(C=C2)Cl)C)C)O)=O (17-ethyl-1,14-dihydroxy-12-[2' -(3"-(4'"-chlorophenyloxy)-4"-hydroxycyclohexyl)-1'-methylvinyl]-23,25-dimethoxy-13,19,21,27-tetramethyl-11,28-dioxa-4-azatricyclo-[22.3.1.04,9 ]octacos-18-ene-2,3,10,16-tetraone). RXN SMILES: [CH2:1]([CH:3]1[CH:29]=[C:28]([CH3:30])[CH2:27][CH:26]([CH3:31])[CH2:25][CH:24]([O:32][CH3:33])[CH:23]2[O:34][C:19]([OH:38])([CH:20]([CH3:37])[CH2:21][CH:22]2[O:35][CH3:36])[C:18](=[O:39])[C:17](=[O:40])[N:16]2[CH:11]([CH2:12][CH2:13][CH2:14][CH2:15]2)[C:10](=[O:41])[O:9][CH:8]([C:42]([CH3:52])=[CH:43][CH:44]2[CH2:49][CH2:48][CH:47]([OH:50])[CH:46]([OH:51])[CH2:45]2)[CH:7]([CH3:53])[CH:6]([OH:54])[CH2:5][C:4]1=[O:55])[CH3:2].C(O)(=O)C.C(O)(=O)C.[Cl:64][C:65]1[CH:70]=[CH:69][C:68]([Bi](C2C=CC(Cl)=CC=2)C2C=CC(Cl)=CC=2)=[CH:67][CH:66]=1.C(O)(=O)C.C(=O)(O)O.ClC1C=CC([Bi](C2C=CC(Cl)=CC=2)C2C=CC(Cl)=CC=2)=CC=1>C(Cl)Cl.C([O-])(O)=O.[Na+].CC([O-])=O.CC([O-])=O.[Cu+2]>[CH2:1]([CH:3]1[CH:29]=[C:28]([CH3:30])[CH2:27][CH:26]([CH3:31])[CH2:25][CH:24]([O:32][CH3:33])[CH:23]2[O:34][C:19]([OH:38])([CH:20]([CH3:37])[CH2:21][CH:22]2[O:35][CH3:36])[C:18](=[O:39])[C:17](=[O:40])[N:16]2[CH:11]([CH2:12][CH2:13][CH2:14][CH2:15]2)[C:10](=[O:41])[O:9][CH:8]([C:42]([CH3:52])=[CH:43][CH:44]2[CH2:49][CH2:48][CH:47]([OH:50])[CH:46]([O:51][C:68]3[CH:69]=[CH:70][C:65]([Cl:64])=[CH:66][CH:67]=3)[CH2:45]2)[CH:7]([CH3:53])[CH:6]([OH:54])[CH2:5][C:4]1=[O:55])[CH3:2] |f:1.2.3,5.6,8.9,10.11.12|. Procedure: To a stirred mixture of 17-ethyl-1,14-dihydroxy-12-[2'-(3",4"-dihydroxy-cyclohexyl)-1'-methylvinyl]-23,25-dimethoxy-13,19,21,27-tetramethyl-11,28-dioxa-4-azatricyclo[22.3.1.04,9 ]octacos-18-ene-2,3,10,16-tetraone (150 mg, 0.189 mmol, 1 eq) and Cu(OAc)2 (6.1 mg, 0.033 mmol, 0.17 eq) in CH2Cl2 (2.5 ml) in a round bottom flask equipped with a magnetic stir-bar is added tri(4-chlorophenyl) bismuth diacetate [prepared immediately prior to use by addition of acetic acid (0.075 ml, 1.3 mmol, 6.9 eq) to... The reactants are Cl.O1C(=CC=C1)CN1C(=NC2=C1C=CC=C2)N2CCNCCC2 (4-(1-(fur-2-ylmethyl)-1H-benzimidazol-2-yl)[1,4]diazepane hydrochloric acid salt), ClCCl (dichloromethane), I (hydriodic acid). The solvent is CO (methanol). Reaction conditions: time 30 minute. The product is I.O1C(=CC=C1)CN1C(=NC2=C1C=CC=C2)N2CCNCCC2 (4-(1-(fur-2-ylmethyl)-1H-benzimidazol-2-yl)[1,4]diazepane hydriodic acid salt). RXN SMILES: Cl.[O:2]1[CH:6]=[CH:5][CH:4]=[C:3]1[CH2:7][N:8]1[C:12]2[CH:13]=[CH:14][CH:15]=[CH:16][C:11]=2[N:10]=[C:9]1[N:17]1[CH2:23][CH2:22][CH2:21][NH:20][CH2:19][CH2:18]1.ClCCl.[IH:27]>CO>[IH:27].[O:2]1[CH:6]=[CH:5][CH:4]=[C:3]1[CH2:7][N:8]1[C:12]2[CH:13]=[CH:14][CH:15]=[CH:16][C:11]=2[N:10]=[C:9]1[N:17]1[CH2:23][CH2:22][CH2:21][NH:20][CH2:19][CH2:18]1 |f:0.1,5.6|. Procedure details: Combine 4-(1-(fur-2-ylmethyl)-1H-benzimidazol-2-yl)[1,4]diazepane hydrochloric acid salt (0.57 g, 1.53 mmol) and dichloromethane (150 mL). Extract with a saturated aqueous solution of sodium bicarbonate, dry over Na2SO4, filter, and evaporate in vacuo to give a residue. Combine the residue and methanol (50 mL). Cool in an ice bath. Add aqueous hydriodic acid (0.194 g, 57%, 1.52 mmol). After 30 minutes, evaporate to remove most of the methanol and triturate with diethyl ether (150 mL) to give a s...